Dataset: the Open Reaction Database (ORD), a public repository of structured organic reaction records. Task: describe an organic reaction: reactants, conditions, products, and yield Reactants: FC1=CC=C(C=C1)C(=C1CCNCC1)C1=CC=CC=C1 (4-[(4-fluorophenyl)phenylmethylene]piperidine), CC(CC)=O (2-butanone), C(C)(=O)C(CC(=O)OCC)CCCl (ethyl 3-acetyl-5-chloropentanoate), C([O-])([O-])=O.[Na+].[Na+] (sodium carbonate). Product: C(C)(=O)C(C(=O)OCC)CCCN1CCC(CC1)=C(C1=CC=CC=C1)C1=CC=C(C=C1)F (Ethyl 2-acetyl-5-{4-[(4-fluorophenyl)phenylmethylene]piperidino}pentanoate). Reaction SMILES: [F:1][C:2]1[CH:7]=[CH:6][C:5]([C:8]([C:15]2[CH:20]=[CH:19][CH:18]=[CH:17][CH:16]=2)=[C:9]2[CH2:14][CH2:13][NH:12][CH2:11][CH2:10]2)=[CH:4][CH:3]=1.C([CH:24]([CH2:31][CH2:32]Cl)[CH2:25][C:26]([O:28][CH2:29][CH3:30])=[O:27])(=O)C.C(=O)([O-])[O-].[Na+].[Na+].[CH3:40][C:41](=[O:44])CC>>[C:41]([CH:25]([CH2:24][CH2:31][CH2:32][N:12]1[CH2:11][CH2:10][C:9](=[C:8]([C:5]2[CH:4]=[CH:3][C:2]([F:1])=[CH:7][CH:6]=2)[C:15]2[CH:16]=[CH:17][CH:18]=[CH:19][CH:20]=2)[CH2:14][CH2:13]1)[C:26]([O:28][CH2:29][CH3:30])=[O:27])(=[O:44])[CH3:40] |f:2.3.4|. Procedure details: 0.019 mol of 4-[(4-fluorophenyl)phenylmethylene]piperidine, 0.019 mol of ethyl 3-acetyl-5-chloropentanoate, blocked in cyclic form (Chem. Ber. (1967), 100, p. 1675-1679), and 2.03 g of sodium carbonate in 80 ml of 2-butanone are brought to reflux. After evaporation of the solvent, the residue is taken up in water and extracted with dichloromethane. Deprotection is then performed according to the method described in Chem. Ber. (1967), 100, p. 1675-1679. Yields the product NCCP(OCC)(OCC)=O (diethyl 2-aminoethylphosphonate). Conditions: time 12 hour. The solvent is C(C)O (ethanol). Starting materials: O=C1N(C(C2=CC=CC=C12)=O)CCP(OCC)(OCC)=O (diethyl 2-(1,3-dioxoisoindolin-2-yl)ethylphosphonate), O.NN (hydrazine hydrate). Procedure details: Into a 500-mL round-bottom flask purged and maintained with an inert atmosphere of nitrogen, was placed a solution of diethyl 2-(1,3-dioxoisoindolin-2-yl)ethylphosphonate (5 g, 16.08 mmol, 1.00 equiv) in ethanol (200 mL) and hydrazine hydrate (8 g, 160.00 mmol, 9.95 equiv). The resulting solution was stirred for 12 h at room temperature. The solids were filtered and the resulting mixture was concentrated under vacuum. The residue was applied onto a silica gel column and eluted with dichlorometha... As a reaction SMILES: O=C1C2C(=CC=CC=2)C(=O)[N:3]1[CH2:12][CH2:13][P:14](=[O:21])([O:18][CH2:19][CH3:20])[O:15][CH2:16][CH3:17].O.NN>C(O)C>[NH2:3][CH2:12][CH2:13][P:14](=[O:21])([O:15][CH2:16][CH3:17])[O:18][CH2:19][CH3:20] |f:1.2|.